This data is from the Open Reaction Database (ORD), a public repository of structured organic reaction records. The task is: describe an organic reaction: reactants, conditions, products, and yield Starting materials: Clc1ccc2cccc(OCc3ccccc3)c2n1, COCCOc1ccn2ccnc2c1, ClCCl, [K+], [K+], CC(=O)[O-], CC(=O)[O-], O=C([O-])[O-], C1COCCO1, O, [Pd+2], c1ccc(P(c2ccccc2)(c2ccccc2)[Pd](P(c2ccccc2)(c2ccccc2)c2ccccc2)(P(c2ccccc2)(c2ccccc2)c2ccccc2)P(c2ccccc2)(c2ccccc2)c2ccccc2)cc1. Yields the product COCCOc1ccn2c(-c3ccc4cccc(OCc5ccccc5)c4n3)cnc2c1. Reaction SMILES: [CH2:1]([c:2]1[cH:3][cH:4][cH:5][cH:6][cH:7]1)[O:8][c:9]1[cH:10][cH:11][cH:12][c:13]2[cH:14][cH:15][c:16]([Cl:19])[n:17][c:18]12.[CH3:20][O:21][CH2:22][CH2:23][O:24][c:25]1[cH:26][c:27]2[n:28]([cH:29][cH:30]1)[cH:31][cH:32][n:33]2.[Cl:47][CH2:48][Cl:49].[K+:34].[K+:35].[O-:128][C:129]([CH3:130])=[O:131].[O-:132][C:133]([CH3:134])=[O:135].[O-:36][C:37]([O-:38])=[O:39].[O:40]1[CH2:41][CH2:42][O:43][CH2:44][CH2:45]1.[OH2:46].[Pd+2:127].[cH:50]1[cH:51][cH:52][c:53]([P:54]([Pd:55]([P:56]([c:57]2[cH:58][cH:59][cH:60][cH:61][cH:62]2)([c:63]2[cH:64][cH:65][cH:66][cH:67][cH:68]2)[c:69]2[cH:70][cH:71][cH:72][cH:73][cH:74]2)([P:75]([c:76]2[cH:77][cH:78][cH:79][cH:80][cH:81]2)([c:82]2[cH:83][cH:84][cH:85][cH:86][cH:87]2)[c:88]2[cH:89][cH:90][cH:91][cH:92][cH:93]2)[P:94]([c:95]2[cH:96][cH:97][cH:98][cH:99][cH:100]2)([c:101]2[cH:102][cH:103][cH:104][cH:105][cH:106]2)[c:107]2[cH:108][cH:109][cH:110][cH:111][cH:112]2)([c:113]2[cH:114][cH:115][cH:116][cH:117][cH:118]2)[c:119]2[cH:120][cH:121][cH:122][cH:123][cH:124]2)[cH:125][cH:126]1>>[CH2:1]([c:2]1[cH:3][cH:4][cH:5][cH:6][cH:7]1)[O:8][c:9]1[cH:10][cH:11][cH:12][c:13]2[cH:14][cH:15][c:16](-[c:31]3[n:28]4[c:27]([cH:26][c:25]([O:24][CH2:23][CH2:22][O:21][CH3:20])[cH:30][cH:29]4)[n:33][cH:32]3)[n:17][c:18]12. The reactants are O=C1C=C(OC2=C1C=CC1=C2CCC1)C(=O)O (4,7,8,9-tetrahydro-4-oxocyclopenta[h]-1-benzopyran-2-carboxylic acid), [H][H] (hydrogen). Reagents/catalysts: [Pd] (palladium on activated carbon). The solvent is C(C)(=O)O (acetic acid). Product: O1C(CCC2=C1C1=C(C=C2)CCC1)C(=O)O ((±)-2,3,4,7,8,9-hexahydrocyclopenta[h]-1-benzopyran-2-carboxylic acid). Yield: 106.9%. As a reaction SMILES: O=[C:2]1[C:7]2[CH:8]=[CH:9][C:10]3[CH2:14][CH2:13][CH2:12][C:11]=3[C:6]=2[O:5][C:4]([C:15]([OH:17])=[O:16])=[CH:3]1.[H][H]>C(O)(=O)C.[Pd]>[O:5]1[C:6]2[C:11]3[CH2:12][CH2:13][CH2:14][C:10]=3[CH:9]=[CH:8][C:7]=2[CH2:2][CH2:3][CH:4]1[C:15]([OH:17])=[O:16]. Procedure: A mixture of intermediate (3-a) (0.09 mol) in acetic acid (200 ml) was hydrogenated with palladium on activated carbon (1 g) as a catalyst. After uptake of hydrogen (3 eq.), the catalyst was filtered off. The solvent was evaporated. The residue was vacuum dried, yielding 21 g of (±)-2,3,4,7,8,9-hexahydrocyclopenta[h]-1-benzopyran-2-carboxylic acid (interm. 4-a). Starting materials: Cc1ccc(-c2cc(C(=O)O)cc(-n3nnnc3C)c2)cc1, COCC(C)N, CN1CCCC1=O, CCN=C=NCCCN(C)C, CN(C)C=O, On1nnc2ccccc21. Yields the product COCC(C)NC(=O)c1cc(-c2ccc(C)cc2)cc(-n2nnnc2C)c1. Reaction SMILES: [CH3:1][c:2]1[cH:3][cH:4][c:5](-[c:8]2[cH:9][c:10]([C:20](=[O:21])[OH:22])[cH:11][c:12](-[n:14]3[n:15][n:16][n:17][c:18]3[CH3:19])[cH:13]2)[cH:6][cH:7]1.[CH3:33][O:34][CH2:35][CH:36]([CH3:37])[NH2:38].[CH3:39][N:40]1[CH2:41][CH2:42][CH2:43][C:44]1=[O:45].[CH3:46][CH2:47][N:48]=[C:49]=[N:50][CH2:51][CH2:52][CH2:53][N:54]([CH3:55])[CH3:56].[O:57]=[CH:58][N:59]([CH3:60])[CH3:61].[OH:23][n:24]1[c:25]2[c:26]([cH:27][cH:28][cH:29][cH:30]2)[n:31][n:32]1>>[CH3:1][c:2]1[cH:3][cH:4][c:5](-[c:8]2[cH:9][c:10]([C:20](=[O:22])[NH:38][CH:36]([CH2:35][O:34][CH3:33])[CH3:37])[cH:11][c:12](-[n:14]3[n:15][n:16][n:17][c:18]3[CH3:19])[cH:13]2)[cH:6][cH:7]1. Reactants: ice water, crude compound, FC1=C(C=CC=2B(OC(C21)(C)C)O)C(=NO)Cl (4-fluoro-N,1-dihydroxy-3,3-dimethyl-1,3-dihydrobenzo[c][1,2]oxaborole-5-carbimidoyl chloride), ClC1=C(C(=CC(=C1)C(=C)C(F)(F)F)Cl)Cl (1,2,3-trichloro-5-(3,3,3-trifluoroprop-1-en-2-yl)benzene), TEA. The solvent is CN(C)C=O (DMF). Conditions: time 12 hour. Yields the product FC1=C(C=CC=2B(OC(C21)(C)C)O)C2=NOC(C2)(C(F)(F)F)C2=CC(=C(C(=C2)Cl)Cl)Cl (4-fluoro-3,3-dimethyl-5-(5-(3,4,5-trichlorophenyl)-5-(trifluoromethyl)-4,5-dihydroisoxazol-3-yl)benzo[c][1,2]oxaborol-1(3H)-ol). RXN SMILES: [F:1][C:2]1[C:10]2[C:9]([CH3:12])([CH3:11])[O:8][B:7]([OH:13])[C:6]=2[CH:5]=[CH:4][C:3]=1[C:14](Cl)=[N:15][OH:16].[Cl:18][C:19]1[CH:24]=[C:23]([C:25]([C:27]([F:30])([F:29])[F:28])=[CH2:26])[CH:22]=[C:21]([Cl:31])[C:20]=1[Cl:32]>CN(C=O)C>[F:1][C:2]1[C:10]2[C:9]([CH3:12])([CH3:11])[O:8][B:7]([OH:13])[C:6]=2[CH:5]=[CH:4][C:3]=1[C:14]1[CH2:26][C:25]([C:23]2[CH:22]=[C:21]([Cl:31])[C:20]([Cl:32])=[C:19]([Cl:18])[CH:24]=2)([C:27]([F:30])([F:29])[F:28])[O:16][N:15]=1. Procedure: To a solution of the crude compound 4-fluoro-N,1-dihydroxy-3,3-dimethyl-1,3-dihydrobenzo[c][1,2]oxaborole-5-carbimidoyl chloride (257 mg, 1 mmol) and 1,2,3-trichloro-5-(3,3,3-trifluoroprop-1-en-2-yl)benzene (327 mg, 1.2 mmol) in DMF (5 mL) at rt was added TEA (167 μL, 1.2 mmol). The reaction mixture was stirred for 12 h, poured into ice-water and extracted three times with ethyl acetate. The organic layer was washed with brine, dried over Na2SO4, filtered and concentrated under reduced pressure....